Dataset: the Open Reaction Database (ORD), a public repository of structured organic reaction records. Task: describe an organic reaction: reactants, conditions, products, and yield Starting materials: CCN, O=C(O)c1ccc(C(=O)Nc2ccc(Cl)c(-c3ccccn3)c2)c(Cl)c1. Product: CCNC(=O)c1ccc(C(=O)Nc2ccc(Cl)c(-c3ccccn3)c2)c(Cl)c1. As a reaction SMILES: [CH3:27][CH2:28][NH2:29].[Cl:1][c:2]1[cH:3][c:4]([C:5](=[O:6])[OH:7])[cH:8][cH:9][c:10]1[C:11]([NH:12][c:13]1[cH:14][c:15](-[c:20]2[n:21][cH:22][cH:23][cH:24][cH:25]2)[c:16]([Cl:19])[cH:17][cH:18]1)=[O:26]>>[Cl:1][c:2]1[cH:3][c:4]([C:5](=[O:6])[NH:29][CH2:28][CH3:27])[cH:8][cH:9][c:10]1[C:11]([NH:12][c:13]1[cH:14][c:15](-[c:20]2[n:21][cH:22][cH:23][cH:24][cH:25]2)[c:16]([Cl:19])[cH:17][cH:18]1)=[O:26].